This data is from the Open Reaction Database (ORD), a public repository of structured organic reaction records. The task is: describe an organic reaction: reactants, conditions, products, and yield Starting materials: IC=1C=C(C(=O)OC)C=CC1C (methyl 3-iodo-4-methylbenzoate), IC=1C=C(C(=O)OC)C=CC1C (methyl 3-iodo-4-methylbenzoate), C1CC(=O)N(C1=O)Br (NBS), N(=NC(C#N)(C)C)C(C#N)(C)C (azobisisobutyronitrile), C([O-])([O-])=O.[K+].[K+] (potassium carbonate). The solvent is C(Cl)(Cl)(Cl)Cl (CCl4). Reaction conditions: temperature 70 celsius, time 8 hour. The product is BrCC1=C(C=C(C(=O)OC)C=C1)I (Methyl 4-(bromomethyl)-3-iodobenzoate). Isolated yield 77.5%. RXN SMILES: [I:1][C:2]1[CH:3]=[C:4]([CH:9]=[CH:10][C:11]=1[CH3:12])[C:5]([O:7][CH3:8])=[O:6].C1C(=O)N([Br:20])C(=O)C1.N(C(C)(C)C#N)=NC(C)(C)C#N.C(=O)([O-])[O-].[K+].[K+]>C(Cl)(Cl)(Cl)Cl>[Br:20][CH2:12][C:11]1[CH:10]=[CH:9][C:4]([C:5]([O:7][CH3:8])=[O:6])=[CH:3][C:2]=1[I:1] |f:3.4.5|. Procedure: Into a 100-mL round-bottom flask, was placed a mixture of methyl 3-iodo-4-methylbenzoate (compound 5.3, 3.00 g, 10.9 mmol) in CCl4 (50 mL), NBS (2.9 g, 16.3 mmol), azobisisobutyronitrile (360 mg, 2.19 mmol) and potassium carbonate (1.65 g, 11.9 mmol). The resulting mixture was stirred overnight at 70° C., then cooled to room temperature and concentrated under reduced pressure. The residue was diluted with EtOAc (100 mL) and the mixture was washed with brine (2×50 mL), dried (Na2SO4), filtered, a... Reactants: ON1C(=CC2=CC=CC=C12)C(=O)OC (methyl 1-hydroxy-2-indolecarboxylate), [H-].[Na+] (sodium hydride), CI (methyl iodide). The solvent is O1CCCC1 (tetrahydrofuran). Product: CON1C(=CC2=CC=CC=C12)C(=O)OC (methyl 1-methoxy-2-indolecarboxylate). Isolated yield 76.5%. Reaction SMILES: [OH:1][N:2]1[C:10]2[C:5](=[CH:6][CH:7]=[CH:8][CH:9]=2)[CH:4]=[C:3]1[C:11]([O:13][CH3:14])=[O:12].[H-].[Na+].[CH3:17]I>O1CCCC1>[CH3:17][O:1][N:2]1[C:10]2[C:5](=[CH:6][CH:7]=[CH:8][CH:9]=2)[CH:4]=[C:3]1[C:11]([O:13][CH3:14])=[O:12] |f:1.2|. Procedure details: In a nitrogen flow 0.56 g (2.93 mmol) of methyl 1-hydroxy-2-indolecarboxylate was added to a suspension of 0.12 g (2.93 mmol) of 60% sodium hydride in 20 ml of tetrahydrofuran at room temperature. After it was confirmed that the reaction mixture became transparent, 0.83 g (5.86 mmol) of methyl iodide was added to the reaction mixture. The mixture was then refluxed for 2 hours. After cooling to room temperature, the reaction mixture was poured onto ice water followed by extraction three times wit... The reactants are FC(C=1C=C(COCC(CO)(C2=CC=CC=C2)C)C=C(C1)C(F)(F)F)(F)F (3-(3,5-bis(trifluoromethyl)benzyloxy)-2-methyl-2-phenylpropan-1-ol), CC(=O)OI1(C=2C=CC=CC2C(=O)O1)(OC(=O)C)OC(=O)C (Dess-Martin periodinane). Solvent: C(Cl)Cl (methylene chloride). Product: FC(C=1C=C(COCC(C=O)(C2=CC=CC=C2)C)C=C(C1)C(F)(F)F)(F)F (3-(3,5-bis(trifluoromethyl)benzyloxy)-2-methyl-2-phenylpropanal). The yield is 0.1%. As a reaction SMILES: [F:1][C:2]([F:27])([F:26])[C:3]1[CH:4]=[C:5]([CH:19]=[C:20]([C:22]([F:25])([F:24])[F:23])[CH:21]=1)[CH2:6][O:7][CH2:8][C:9]([CH3:18])([C:12]1[CH:17]=[CH:16][CH:15]=[CH:14][CH:13]=1)[CH2:10][OH:11].CC(OI1(OC(C)=O)(OC(C)=O)OC(=O)C2C=CC=CC1=2)=O>C(Cl)Cl>[F:1][C:2]([F:26])([F:27])[C:3]1[CH:4]=[C:5]([CH:19]=[C:20]([C:22]([F:23])([F:25])[F:24])[CH:21]=1)[CH2:6][O:7][CH2:8][C:9]([CH3:18])([C:12]1[CH:17]=[CH:16][CH:15]=[CH:14][CH:13]=1)[CH:10]=[O:11]. Procedure: 3-(3,5-bis(trifluoromethyl)benzyloxy)-2-methyl-2-phenylpropan-1-ol (500 mg, 1.28 mol) was treated with Dess-Martin periodinane (5.76 g, 15 wt % in CH2Cl2, 2.03 mmol) in methylene chloride for 2 hour at room temperature. The reaction mixture was loaded directly onto silica column and eluted with 5% ethyl acetate in haxanes. 375 mg (75%) of the desired aldehyde was obtained. 1H NMR (500 MHz, CDCl3) δ: 1.60 (s, 3 H) 3.80 (m, 1 H) 4.02 (m, 1 H) 4.62 (m, 2 H) 7.27 (m, 2 H) 7.33 (m, 1 H) 7.39 (m, 2 H)... As a reaction SMILES: [Cl:1][C:2]1[CH:3]=[C:4]([OH:9])[CH:5]=[CH:6][C:7]=1[Cl:8].[OH-].[Na+].[CH3:12][S:13]([C:16]1[CH:21]=[CH:20][C:19](Cl)=[CH:18][CH:17]=1)(=[O:15])=[O:14].O>CS(C)=O>[CH3:12][S:13]([C:16]1[CH:21]=[CH:20][C:19]([O:9][C:4]2[CH:5]=[CH:6][C:7]([Cl:8])=[C:2]([Cl:1])[CH:3]=2)=[CH:18][CH:17]=1)(=[O:15])=[O:14] |f:1.2|. Run at temperature 60 celsius. Starting materials: O (water), ClC=1C=C(C=CC1Cl)O (3,4-dichlorophenol), CS(=O)(=O)C1=CC=C(C=C1)Cl (4-chlorophenyl methyl sulfone), [OH-].[Na+] (sodium hydroxide). Product: CS(=O)(=O)C1=CC=C(OC2=CC(=C(C=C2)Cl)Cl)C=C1 (4-(4-(Methylsulfonyl)phenoxy)-1,2-dichlorobenzene). Procedure details: To a solution of 9.40 grams (g) (0.0576 mole) of 3,4-dichlorophenol dissolved in 150 milliliters (ml) of dimethyl sulfoxide (DMSO) was added 2.30 g (0.0576 mole) of sodium hydroxide (NaOH). The mixture was heated to 60° C. and 10.0 g (0.0524 mole) of 4-chlorophenyl methyl sulfone was added. The reaction mixture was heated at 165° C. for 2.5 hours (hrs) and cooled. The mixture was poured into water and the crystalline product collected by filtration, washed well with water and dried, which gave 1... Run in CS(=O)C (dimethyl sulfoxide). The yield is 77.0%.